This data is from the Open Reaction Database (ORD), a public repository of structured organic reaction records. The task is: describe an organic reaction: reactants, conditions, products, and yield Starting materials: Reduced iron, COC(=O)C1CN(C(C1)=O)C1=NC(=C(C=C1)OCC(=O)OCC)[N+](=O)[O-] (1-[5-(2-ethoxy-2-oxoethoxy)-6-nitropyridin-2-yl]-5-oxopyrrolidin-3-carboxylic acid methyl ester). The solvent is C(C)(=O)O (acetic acid). Conditions: temperature 85 celsius, time 2 hour. Product: COC(=O)C1CN(C(C1)=O)C=1C=CC=2OCC(NC2N1)=O (5-Oxo-1-(3-oxo-3,4-dihydro-2H-pyrido[3,2-b][1,4]oxazin-6-yl)pyrrolidin-3-carboxylic acid methyl ester). The yield is 83.8%. RXN SMILES: [CH3:1][O:2][C:3]([CH:5]1[CH2:9][C:8](=[O:10])[N:7]([C:11]2[CH:16]=[CH:15][C:14]([O:17][CH2:18][C:19](OCC)=[O:20])=[C:13]([N+:24]([O-])=O)[N:12]=2)[CH2:6]1)=[O:4]>C(O)(=O)C>[CH3:1][O:2][C:3]([CH:5]1[CH2:9][C:8](=[O:10])[N:7]([C:11]2[CH:16]=[CH:15][C:14]3[O:17][CH2:18][C:19](=[O:20])[NH:24][C:13]=3[N:12]=2)[CH2:6]1)=[O:4]. Procedure: Reduced iron (55.7 mg, 0.996 mmol) was added to a solution of 1-[5-(2-ethoxy-2-oxoethoxy)-6-nitropyridin-2-yl]-5-oxopyrrolidin-3-carboxylic acid methyl ester (122 mg, 0.332 mmol) in acetic acid (1.2 ml) and the mixture was stirred at 85° C. for 2 hours. After cooling, the insoluble material was removed by filtration and the filtrate was concentrated under reduced pressure. The residue was dissolved in dichloromethane, a saturated sodium hydrogen carbonate aqueous solution was added thereto and t... The product is O=C(c1ccc(Oc2ncccc2C2CCCOCC2)cc1)c1nc2ccccc2[nH]1. Reactants: O=C([O-])[O-], CN1CCCC1=O, [Cs+], [Cs+], Fc1ncccc1C1CCCOCC1, O, O=C(c1ccc(O)cc1)c1nc2ccccc2[nH]1. As a reaction SMILES: [C:33](=[O:34])([O-:35])[O-:36].[CH3:39][N:40]1[CH2:41][CH2:42][CH2:43][C:44]1=[O:45].[Cs+:37].[Cs+:38].[F:1][c:2]1[n:3][cH:4][cH:5][cH:6][c:7]1[CH:8]1[CH2:9][CH2:10][O:11][CH2:12][CH2:13][CH2:14]1.[OH2:46].[nH:15]1[c:16]([C:24](=[O:25])[c:26]2[cH:27][cH:28][c:29]([OH:32])[cH:30][cH:31]2)[n:17][c:18]2[c:19]1[cH:20][cH:21][cH:22][cH:23]2>>[c:2]1([O:32][c:29]2[cH:28][cH:27][c:26]([C:24]([c:16]3[nH:15][c:19]4[c:18]([n:17]3)[cH:23][cH:22][cH:21][cH:20]4)=[O:25])[cH:31][cH:30]2)[n:3][cH:4][cH:5][cH:6][c:7]1[CH:8]1[CH2:9][CH2:10][O:11][CH2:12][CH2:13][CH2:14]1.